Task: describe an organic reaction: reactants, conditions, products, and yield. Dataset: the Open Reaction Database (ORD), a public repository of structured organic reaction records Reactants: CN(C)C=O (DMF), C(C(=O)Cl)(=O)Cl (oxalyl chloride), ClC=1C=C(CNC=2C3=C(N=C(N2)CCC(=O)N)SC2=C3CCCC2)C=CC1OC (3-[4-(3-chloro-4-methoxybenzylamino)-5,6,7,8-tetrahydro[1]benzothieno[2,3-d]pyrimidine-2-yl]propionamide). Solvent: C(C)#N (acetonitrile). Conditions: time 1 hour. The product is ClC=1C=C(CNC=2C3=C(N=C(N2)CCC#N)SC2=C3CCCC2)C=CC1OC (3-[4-(3-chloro-4-methoxybenzylamino)-5,6,7,8-tetrahydro[1]-benzothieno[2,3-d]pyrimidine-2-yl]propionitrile). RXN SMILES: CN(C=O)C.C(Cl)(=O)C(Cl)=O.[Cl:12][C:13]1[CH:14]=[C:15]([CH:36]=[CH:37][C:38]=1[O:39][CH3:40])[CH2:16][NH:17][C:18]1[C:19]2[C:31]3[CH2:32][CH2:33][CH2:34][CH2:35][C:30]=3[S:29][C:20]=2[N:21]=[C:22]([CH2:24][CH2:25][C:26]([NH2:28])=O)[N:23]=1>C(#N)C>[Cl:12][C:13]1[CH:14]=[C:15]([CH:36]=[CH:37][C:38]=1[O:39][CH3:40])[CH2:16][NH:17][C:18]1[C:19]2[C:31]3[CH2:32][CH2:33][CH2:34][CH2:35][C:30]=3[S:29][C:20]=2[N:21]=[C:22]([CH2:24][CH2:25][C:26]#[N:28])[N:23]=1. Procedure details: 1 equivalent of DMF and 1 equivalent of oxalyl chloride are dissolved in acetonitrile at 0°. 1 equivalent of 3-[4-(3-chloro-4-methoxybenzylamino)-5,6,7,8-tetrahydro[1]benzothieno[2,3-d]pyrimidine-2-yl]propionamide is then added. The mixture is stirred for one hour. After customary working up, 3-[4-(3-chloro-4-methoxybenzylamino)-5,6,7,8-tetrahydro[1]-benzothieno[2,3-d]pyrimidine-2-yl]propionitrile is obtained. Starting materials: Cl(=O)(=O)(=O)[O-].OC1=C(N([N+](=C1C1=CC=CC=C1)C)C)C1=CC=CC=C1 (4-Hydroxy-1,2-dimethyl-3,5-diphenylpyrazolium perchlorate), [OH-].[Na+] (sodium hydroxide), O (water), mixture, CI (methyl iodide). Solvent: CS(=O)C (DMSO), CS(=O)C (DMSO). Conditions: temperature 60 celsius. Yields the product Cl(=O)(=O)(=O)[O-].COC1=C(N([N+](=C1C1=CC=CC=C1)C)C)C1=CC=CC=C1 (4-Methoxy-1,2-dimethyl-3,5-diphenylpyrazolium perchlorate). Yield: 53.0%. RXN SMILES: [Cl:1]([O-:5])(=[O:4])(=[O:3])=[O:2].[OH:6][C:7]1[C:11]([C:12]2[CH:17]=[CH:16][CH:15]=[CH:14][CH:13]=2)=[N+:10]([CH3:18])[N:9]([CH3:19])[C:8]=1[C:20]1[CH:25]=[CH:24][CH:23]=[CH:22][CH:21]=1.[OH-].[Na+].[CH3:28]I.O>CS(C)=O>[Cl:1]([O-:5])(=[O:4])(=[O:3])=[O:2].[CH3:28][O:6][C:7]1[C:8]([C:20]2[CH:21]=[CH:22][CH:23]=[CH:24][CH:25]=2)=[N+:9]([CH3:19])[N:10]([CH3:18])[C:11]=1[C:12]1[CH:17]=[CH:16][CH:15]=[CH:14][CH:13]=1 |f:0.1,2.3,7.8|. Reported procedure: 4-Hydroxy-1,2-dimethyl-3,5-diphenylpyrazolium perchlorate (7 g, 0.02 mole) in DMSO (2.5 ml) is added to 5% sodium hydroxide (0.84 g, 0.02 mole) in DMSO (100 ml), dropwise with stirring. The mixture is warmed to 60° C for 5 minutes, then stirred at room temperature for 4 hours. The reaction mixture (75 ml) is treated with methyl iodide (0.43 g, 0.013 mole) and the mixture is stirred at room temperature for 16 hours, then heated at 40° C for 2 hours. On pouring into water, a solid precipitates wit... Run at time 8 hour. Reported procedure: Diethylcarbamoyl chloride (1.49 ml; 11.3 mmol) was added to cyclobutylmethyl 1,2,4-triazol-3-yl sulfone (2.06 g; 10.2 mmol) in dry pyridine (10 ml) under dry nitrogen, and the solution stirred at room temperature overnight. The reaction mixture was poured into cold 2M hydrochloric acid (60 ml) and the cloudy solution extracted with two portions of ethyl acetate (120 ml and 50 ml). The extracts were combined, washed with saturated brine (50 ml), dried (Na2SO4), filtered and the volume of solution... As a reaction SMILES: [CH2:1]([N:3]([CH2:7][CH3:8])[C:4](Cl)=[O:5])[CH3:2].[NH:9]1[CH:13]=[N:12][C:11]([S:14]([CH2:17][CH:18]2[CH2:21][CH2:20][CH2:19]2)(=[O:16])=[O:15])=[N:10]1.Cl>N1C=CC=CC=1>[CH:18]1([CH2:17][S:14]([C:11]2[N:12]=[CH:13][N:9]([C:4]([N:3]([CH2:7][CH3:8])[CH2:1][CH3:2])=[O:5])[N:10]=2)(=[O:16])=[O:15])[CH2:19][CH2:20][CH2:21]1. Isolated yield 78.3%. The solvent is N1=CC=CC=C1 (pyridine). The product is C1(CCC1)CS(=O)(=O)C1=NN(C=N1)C(=O)N(CC)CC (3-(cyclobutylmethylsulfonyl)-N,N-diethyl-1,2,4-triazole-1-carboxamide). The reactants are C(C)N(C(=O)Cl)CC (Diethylcarbamoyl chloride), N1N=C(N=C1)S(=O)(=O)CC1CCC1 (cyclobutylmethyl 1,2,4-triazol-3-yl sulfone), Cl (hydrochloric acid). Reactants: C(C)(=O)NC1=CC=C(C(=O)Cl)C=C1 (4-Acetamidobenzoyl chloride), BrC1=C(N(N=C1)C)C=1C=C(N)C=CC1OCC(C)([N+](=O)[O-])C (3-(4-bromo-2-methyl-2H-pyrazol-3-yl)-4-(2-methyl-2-nitropropoxy)aniline), C(C)(C)N(C(C)C)CC (N,N-diisopropylethylamine). Run in ClCCl (dichloromethane), ClCCl (dichloromethane). Reaction conditions: time 1 hour. The product is C(C)(=O)NC1=CC=C(C(=O)NC2=CC(=C(C=C2)OCC(C)(C)N)C=2N(N=CC2Br)C)C=C1 (4-Acetylamino-N-[4-(2-amino-2-methyl-propoxy)-3-(4-bromo-2-methyl-2H-pyrazol-3-yl)-phenyl]-benzamide). Yield: 22.4%. Reaction SMILES: [C:1]([NH:4][C:5]1[CH:13]=[CH:12][C:8]([C:9](Cl)=[O:10])=[CH:7][CH:6]=1)(=[O:3])[CH3:2].[Br:14][C:15]1[CH:19]=[N:18][N:17]([CH3:20])[C:16]=1[C:21]1[CH:22]=[C:23]([CH:25]=[CH:26][C:27]=1[O:28][CH2:29][C:30]([CH3:35])([N+:32]([O-])=O)[CH3:31])[NH2:24].C(N(CC)C(C)C)(C)C>ClCCl>[C:1]([NH:4][C:5]1[CH:13]=[CH:12][C:8]([C:9]([NH:24][C:23]2[CH:25]=[CH:26][C:27]([O:28][CH2:29][C:30]([NH2:32])([CH3:35])[CH3:31])=[C:21]([C:16]3[N:17]([CH3:20])[N:18]=[CH:19][C:15]=3[Br:14])[CH:22]=2)=[O:10])=[CH:7][CH:6]=1)(=[O:3])[CH3:2]. Procedure: 4-Acetamidobenzoyl chloride (11 mg, 0.06 mmol) was added to a solution of 3-(4-bromo-2-methyl-2H-pyrazol-3-yl)-4-(2-methyl-2-nitropropoxy)aniline (18 mg, 0.05 mmol) and N,N-diisopropylethylamine (10 μl, 0.06 mmol) in dichloromethane (0.5 mL) and the mixture was stirred at room temperature. After 1 h, the solution was diluted with dichloromethane, washed with 1M hydrochloric acid and saturated sodium bicarbonate, dried with sodium sulfate, filtered, and evaporated to dryness. The residue was diss...